Dataset: the Open Reaction Database (ORD), a public repository of structured organic reaction records. Task: describe an organic reaction: reactants, conditions, products, and yield Reactants: CCOC(=O)CCNC(=O)c1ccc2c(CC)nn(C3CCCC3)c2c1, CCO, [Na+], [OH-]. The product is CCc1nn(C2CCCC2)c2cc(C(=O)NCCC(=O)O)ccc12. RXN SMILES: [CH2:1]([CH3:2])[O:3][C:4]([CH2:5][CH2:6][NH:7][C:8](=[O:9])[c:10]1[cH:11][cH:12][c:13]2[c:14]([CH2:24][CH3:25])[n:15][n:16]([CH:19]3[CH2:20][CH2:21][CH2:22][CH2:23]3)[c:17]2[cH:18]1)=[O:26].[CH3:27][CH2:28][OH:29].[Na+:31].[OH-:30]>>[O:3]=[C:4]([CH2:5][CH2:6][NH:7][C:8](=[O:9])[c:10]1[cH:11][cH:12][c:13]2[c:14]([CH2:24][CH3:25])[n:15][n:16]([CH:19]3[CH2:20][CH2:21][CH2:22][CH2:23]3)[c:17]2[cH:18]1)[OH:26]. Starting materials: O=C([O-])[O-], COCCOC, CCC(O)(c1cn(Cc2ccc3c(Cl)cc(C#N)nc3c2)nn1)C(F)(F)F, OB(O)c1ccc(F)c(F)c1, [Na+], [Na+], c1ccc(P(c2ccccc2)(c2ccccc2)[Pd](P(c2ccccc2)(c2ccccc2)c2ccccc2)(P(c2ccccc2)(c2ccccc2)c2ccccc2)P(c2ccccc2)(c2ccccc2)c2ccccc2)cc1. Yields the product CCC(O)(c1cn(Cc2ccc3c(-c4ccc(F)c(F)c4)cc(C#N)nc3c2)nn1)C(F)(F)F. RXN SMILES: [C:39](=[O:40])([O-:41])[O-:42].[CH3:45][O:46][CH2:47][CH2:48][O:49][CH3:50].[Cl:1][c:2]1[cH:3][c:4]([C:26]#[N:27])[n:5][c:6]2[cH:7][c:8]([CH2:12][n:13]3[n:14][n:15][c:16]([C:18]([CH2:19][CH3:20])([C:21]([F:22])([F:23])[F:24])[OH:25])[cH:17]3)[cH:9][cH:10][c:11]12.[F:28][c:29]1[cH:30][c:31]([B:36]([OH:37])[OH:38])[cH:32][cH:33][c:34]1[F:35].[Na+:43].[Na+:44].[cH:51]1[cH:52][cH:53][c:54]([P:55]([Pd:56]([P:57]([c:58]2[cH:59][cH:60][cH:61][cH:62][cH:63]2)([c:64]2[cH:65][cH:66][cH:67][cH:68][cH:69]2)[c:70]2[cH:71][cH:72][cH:73][cH:74][cH:75]2)([P:76]([c:77]2[cH:78][cH:79][cH:80][cH:81][cH:82]2)([c:83]2[cH:84][cH:85][cH:86][cH:87][cH:88]2)[c:89]2[cH:90][cH:91][cH:92][cH:93][cH:94]2)[P:95]([c:96]2[cH:97][cH:98][cH:99][cH:100][cH:101]2)([c:102]2[cH:103][cH:104][cH:105][cH:106][cH:107]2)[c:108]2[cH:109][cH:110][cH:111][cH:112][cH:113]2)([c:114]2[cH:115][cH:116][cH:117][cH:118][cH:119]2)[c:120]2[cH:121][cH:122][cH:123][cH:124][cH:125]2)[cH:126][cH:127]1>>[c:2]1(-[c:31]2[cH:30][c:29]([F:28])[c:34]([F:35])[cH:33][cH:32]2)[cH:3][c:4]([C:26]#[N:27])[n:5][c:6]2[cH:7][c:8]([CH2:12][n:13]3[n:14][n:15][c:16]([C:18]([CH2:19][CH3:20])([C:21]([F:22])([F:23])[F:24])[OH:25])[cH:17]3)[cH:9][cH:10][c:11]12. Reactants: CCOC(C)=O, CO, COC(=O)c1ccc2cc(-c3ccc(OCc4c(-c5c(Cl)cccc5Cl)noc4C4CCC4)cc3)ccc2n1, Cl, [Na+], C1CCOC1, [OH-]. Yields the product O=C(O)c1ccc2cc(-c3ccc(OCc4c(-c5c(Cl)cccc5Cl)noc4C4CCC4)cc3)ccc2n1. Reaction SMILES: [CH3:48][CH2:49][O:50][C:51](=[O:52])[CH3:53].[CH3:54][OH:55].[CH:1]1([c:5]2[c:6]([CH2:18][O:19][c:20]3[cH:21][cH:22][c:23](-[c:26]4[cH:27][c:28]5[cH:29][cH:30][c:31]([C:36](=[O:37])[O:38][CH3:39])[n:32][c:33]5[cH:34][cH:35]4)[cH:24][cH:25]3)[c:7](-[c:10]3[c:11]([Cl:17])[cH:12][cH:13][cH:14][c:15]3[Cl:16])[n:8][o:9]2)[CH2:2][CH2:3][CH2:4]1.[ClH:47].[Na+:46].[O:40]1[CH2:41][CH2:42][CH2:43][CH2:44]1.[OH-:45]>>[CH:1]1([c:5]2[c:6]([CH2:18][O:19][c:20]3[cH:21][cH:22][c:23](-[c:26]4[cH:27][c:28]5[cH:29][cH:30][c:31]([C:36](=[O:37])[OH:38])[n:32][c:33]5[cH:34][cH:35]4)[cH:24][cH:25]3)[c:7](-[c:10]3[c:11]([Cl:17])[cH:12][cH:13][cH:14][c:15]3[Cl:16])[n:8][o:9]2)[CH2:2][CH2:3][CH2:4]1. Starting materials: BrC1=C(C=O)C=CC=C1 (2-bromobenzaldehyde), COC(CN)OC (2,2-dimethoxyethanamine). The solvent is C1(=CC=CC=C1)C (toluene). Yields the product BrC1=C(N=CC(OC)OC)C=CC=C1 (2-bromo-N-(2,2-dimethyoxyethylidene)aniline). RXN SMILES: [Br:1][C:2]1[CH:9]=[CH:8][CH:7]=[CH:6][C:3]=1C=O.[CH3:10][O:11][CH:12]([O:15][CH3:16])[CH2:13][NH2:14]>C1(C)C=CC=CC=1>[Br:1][C:2]1[CH:9]=[CH:8][CH:7]=[CH:6][C:3]=1[N:14]=[CH:13][CH:12]([O:15][CH3:16])[O:11][CH3:10]. Procedure details: 2-bromobenzaldehyde (18.4 g, 0.1 mol) and 2,2-dimethoxyethanamine (11.55 g, 0.11 mol) in 200 mL of toluene was heated to reflux for 4 hr. The reaction mixture was evaporated under vacuum to give an oil of 2-bromo-N-(2,2-dimethyoxyethylidene)aniline which was used for the next step without purification. The oil was dropped into 50 mL of concentrated H2SO4 and the mixture was heated to 130-140° C. for 30 mins, then the reaction mixture was poured into 500 mL if ice-water and adjust to pH˜8 with 5N... Reactants: O1C(CNC(C2=CC=C(C=C2)SCC)=O)C1C1=CC=CC=C1 (N-[(2RS, 3RS)-2,3-epoxy-3-phenylpropyl]-4-(ethylthio)benzamide), B(F)(F)F.CCOCC (boron trifluoride etherate), C(C)SC1=CC=C(C=C1)C=1OC(C(CN1)O)C1=CC=CC=C1 ((5RS, 6SR)-2-[4-(Ethylthio)phenyl]-6-phenyl-5,6-dihydro-4H-1,3-oxazin-5-ol), CN(C1=CC=C(C=C1)C=1OC(C(CN1)O)C1=CC=CC=C1)C (2-[4-(dimethylamino)phenyl]-6-phenyl-5,6-dihydro-4H-1,3-oxazin-5-ol). The solvent is ClCCl (dichloromethane). The product is C(C)(=O)OCC.C(C)(C)OC(C)C (ethyl acetate diisopropyl ether), C(C)SC1=CC=C(C=C1)C=1OC(C(CN1)O)C1=CC=CC=C1 ((5RS, 6SR)-2-[4-(ethylthio)phenyl]-6-phenyl-5,6-dihydro-4H-1,3-oxazin-5-ol). Reaction SMILES: [CH2:1](SC1C=C[C:7]([C:10]2[O:11][CH:12]([C:17]3C=CC=CC=3)C(O)CN=2)=CC=1)C.CN(C)C1C=C[C:28]([C:31]2[O:32][CH:33]([C:38]3C=CC=CC=3)[CH:34](O)CN=2)=CC=1.[O:45]1[CH:60]([C:61]2[CH:66]=[CH:65][CH:64]=[CH:63][CH:62]=2)[CH:46]1[CH2:47][NH:48][C:49](=[O:59])[C:50]1[CH:55]=[CH:54][C:53]([S:56][CH2:57][CH3:58])=[CH:52][CH:51]=1.B(F)(F)F.CCOCC>ClCCl>[C:10]([O:11][CH2:12][CH3:17])(=[O:32])[CH3:7].[CH:33]([O:32][CH:31]([CH3:28])[CH3:1])([CH3:34])[CH3:38].[CH2:57]([S:56][C:53]1[CH:54]=[CH:55][C:50]([C:49]2[O:59][CH:60]([C:61]3[CH:66]=[CH:65][CH:64]=[CH:63][CH:62]=3)[CH:46]([OH:45])[CH2:47][N:48]=2)=[CH:51][CH:52]=1)[CH3:58] |f:3.4,6.7|. Procedure: (5RS, 6SR)-2-[4-(Ethylthio)phenyl]-6-phenyl-5,6-dihydro-4H-1,3-oxazin-5-ol may be prepared in the following manner: working as in Example 38 for the preparation of 2-[4-(dimethylamino)phenyl]-6-phenyl-5,6-dihydro-4H-1,3-oxazin-5-ol, but starting with N-[(2RS, 3RS)-2,3-epoxy-3-phenylpropyl]-4-(ethylthio)benzamide (10 g) and boron trifluoride etherate (4.3 cc) in dichloromethane (100 cc), and after crystallization of the residue obtained in an ethyl acetate/diisopropyl ether mixture (30:70 by volu... The reactants are COC([C@H]([C@H](O)C1=C(C=C(C=C1)OCC1=CC=CC=C1)F)OCC)=O ((2S,3R)-3-(4-benzyloxy-2-fluoro-phenyl)-2-ethoxy-3-hydroxy-propionic acid methyl ester), C(C)[SiH](CC)CC (triethylsilane). The solvent is FC(C(=O)O)(F)F (trifluoroacetic acid). Product: COC([C@H](CC1=C(C=C(C=C1)OCC1=CC=CC=C1)F)OCC)=O ((2S)-3-(4-benzyloxy-2-fluoro-phenyl)-2-ethoxy-propionic acid methyl ester). RXN SMILES: [CH3:1][O:2][C:3](=[O:25])[C@@H:4]([O:22][CH2:23][CH3:24])[C@@H:5]([C:7]1[CH:12]=[CH:11][C:10]([O:13][CH2:14][C:15]2[CH:20]=[CH:19][CH:18]=[CH:17][CH:16]=2)=[CH:9][C:8]=1[F:21])O.C([SiH](CC)CC)C>FC(F)(F)C(O)=O>[CH3:1][O:2][C:3](=[O:25])[C@@H:4]([O:22][CH2:23][CH3:24])[CH2:5][C:7]1[CH:12]=[CH:11][C:10]([O:13][CH2:14][C:15]2[CH:20]=[CH:19][CH:18]=[CH:17][CH:16]=2)=[CH:9][C:8]=1[F:21]. Procedure details: In analogy to the procedure described in example 17 c], (2S,3R)-3-(4-benzyloxy-2-fluoro-phenyl)-2-ethoxy-3-hydroxy-propionic acid methyl ester was treated with triethylsilane in trifluoroacetic acid to yield (2S)-3-(4-benzyloxy-2-fluoro-phenyl)-2-ethoxy-propionic acid methyl ester as colorless liquid. The reactants are BrC=1C(=NC2=CC=C(C=C2N1)C(=O)OC)C1=CC=CC=C1 (methyl 3-bromo-2-phenylquinoxaline-6-carboxylate), CC1(OB(OC1(C)C)C1=CC=C(C=C1)[N+](=O)[O-])C (4,4,5,5-tetramethyl-2-(4-nitrophenyl)-1,3,2-dioxaborolane). Yields the product [N+](=O)([O-])C1=CC=C(C=C1)C=1C(=NC2=CC=C(C=C2N1)C(=O)O)C1=CC=CC=C1 (3-(4-nitrophenyl)-2-phenylquinoxaline-6-carboxylic acid). Isolated yield 25.1%. As a reaction SMILES: Br[C:2]1[C:3]([C:16]2[CH:21]=[CH:20][CH:19]=[CH:18][CH:17]=2)=[N:4][C:5]2[C:10]([N:11]=1)=[CH:9][C:8]([C:12]([O:14]C)=[O:13])=[CH:7][CH:6]=2.CC1(C)C(C)(C)OB([C:30]2[CH:35]=[CH:34][C:33]([N+:36]([O-:38])=[O:37])=[CH:32][CH:31]=2)O1>>[N+:36]([C:33]1[CH:34]=[CH:35][C:30]([C:2]2[C:3]([C:16]3[CH:21]=[CH:20][CH:19]=[CH:18][CH:17]=3)=[N:4][C:5]3[C:10]([N:11]=2)=[CH:9][C:8]([C:12]([OH:14])=[O:13])=[CH:7][CH:6]=3)=[CH:31][CH:32]=1)([O-:38])=[O:37]. Procedure: The product was obtained via a Suzuki coupling reaction using the method previously shown in Example 20, Step 3, using methyl 3-bromo-2-phenylquinoxaline-6-carboxylate (100 mg, 0.29 mmol, 1.00 equiv) and 4,4,5,5-tetramethyl-2-(4-nitrophenyl)-1,3,2-dioxaborolane (144.4 mg, 0.58 mmol, 2.00 equiv) as reactants. Purification via silica gel column (dichloromethane/methanol (10:1)) afforded 27 mg (24%) of 3-(4-nitrophenyl)-2-phenylquinoxaline-6-carboxylic acid as a yellow solid. Reactants: C1(CCCCO1)=O (Delta valerolactone), C(CCCCCC)N (n-heptylamine). Run in C1(=CC=CC=C1)C (Toluene). Conditions: temperature 110 celsius, time 1 hour. Product: C(CCCCCC)NC(CCCCO)=O (N-Heptyl-5-hydroxypentanamide). Isolated yield 95.0%. As a reaction SMILES: [C:1]1(=[O:7])[O:6][CH2:5][CH2:4][CH2:3][CH2:2]1.[CH2:8]([NH2:15])[CH2:9][CH2:10][CH2:11][CH2:12][CH2:13][CH3:14]>C1(C)C=CC=CC=1>[CH2:8]([NH:15][C:1](=[O:7])[CH2:2][CH2:3][CH2:4][CH2:5][OH:6])[CH2:9][CH2:10][CH2:11][CH2:12][CH2:13][CH3:14]. Procedure: Delta valerolactone (40 g, 0.4 mole) was added dropwise with stirring to n-heptylamine (50.6 g, 0.4 mole) so that the temperature of the mixture was maintained at 85° to 90° C. Heat was applied and the temperature raised to 110° C. over 20 minutes after which the temperature was maintained at 110° to 115° C. for a further 6 hours (after 3 hours N.M.R. indicated that the reaction was 90 to 95% complete). Toluene (200 ml, 173 g) was added and the solution cooled to 0° C. with stirring. After 1 hou...